Dataset: the Open Reaction Database (ORD), a public repository of structured organic reaction records. Task: describe an organic reaction: reactants, conditions, products, and yield The reactants are C=Cc1ccc(-c2ccc(OCC)c(F)c2F)[se]1, CCOC(C)=O. RXN SMILES: [CH2:1]([CH3:2])[O:3][c:4]1[c:5]([F:18])[c:6]([F:17])[c:7](-[c:10]2[se:11][c:12]([CH:15]=[CH2:16])[cH:13][cH:14]2)[cH:8][cH:9]1.[CH3:19][CH2:20][O:21][C:22](=[O:23])[CH3:24]>>[CH2:1]([CH3:2])[O:3][c:4]1[c:5]([F:18])[c:6]([F:17])[c:7](-[c:10]2[se:11][c:12]([CH2:15][CH3:16])[cH:13][cH:14]2)[cH:8][cH:9]1. The product is CCOc1ccc(-c2ccc(CC)[se]2)c(F)c1F. Starting materials: C(C)(=O)O[C@H]1[C@@H](O[C@@H]([C@H]([C@@H]1OC(C)=O)OC(C)=O)COC(C)=O)OC=1C=NC=CC1CC1=CC=C(C=C1)CCOC(C1=CC=CC=C1)=O (3-(2,3,4,6-tetra-O-acetyl-β-D-gluco-pyranosyloxy)-4-[4-(2-benzoyloxyethyl)benzyl]pyridine), C[O-].[Na+] (sodium methoxide). Solvent: CO (methanol). Reaction conditions: temperature 25 celsius, time 23 hour. Yields the product [C@@H]1([C@H](O)[C@@H](O)[C@H](O)[C@H](O1)CO)OC=1C=NC=CC1CC1=CC=C(C=C1)CCO (3-(β-D-glucopyranosyloxy)-4-[4-(2-hydroxy-ethyl)benzyl]pyridine). The yield is 86.7%. Reaction SMILES: C([O:4][C@@H:5]1[C@@H:10]([O:11]C(=O)C)[C@H:9]([O:15]C(=O)C)[C@@H:8]([CH2:19][O:20]C(=O)C)[O:7][C@H:6]1[O:24][C:25]1[CH:26]=[N:27][CH:28]=[CH:29][C:30]=1[CH2:31][C:32]1[CH:37]=[CH:36][C:35]([CH2:38][CH2:39][O:40]C(=O)C2C=CC=CC=2)=[CH:34][CH:33]=1)(=O)C.C[O-].[Na+]>CO>[C@@H:6]1([O:24][C:25]2[CH:26]=[N:27][CH:28]=[CH:29][C:30]=2[CH2:31][C:32]2[CH:33]=[CH:34][C:35]([CH2:38][CH2:39][OH:40])=[CH:36][CH:37]=2)[O:7][C@H:8]([CH2:19][OH:20])[C@@H:9]([OH:15])[C@H:10]([OH:11])[C@H:5]1[OH:4] |f:1.2|. Procedure: To a solution of 3-(2,3,4,6-tetra-O-acetyl-β-D-gluco-pyranosyloxy)-4-[4-(2-benzoyloxyethyl)benzyl]pyridine (0.086 g) in methanol (1 mL) was added sodium methoxide (28% solution in methanol, 0.008 mL), and the mixture was stirred for 23 hours at 25° C. After the reaction mixture was concentrated under reduced pressure, the residue was purified by column chromatography on silica gel (eluent: dichloromethane/methanol=4/1) to give 3-(β-D-glucopyranosyloxy)-4-[4-(2-hydroxy-ethyl)benzyl]pyridine (0.04... Starting materials: NC1=N[C@](C(C(N1C)=O)(C)C)(C)C1=C(C=CC(=C1)N)F ((S)-2-amino-6-(5-amino-2-fluoro-phenyl)-3,5,5,6-tetramethyl-5,6-dihydro-3H-pyrimidin-4-one), [B][B][B][B][B][B][B][B][B][B] (decaborane), NC1=N[C@](C(C(N1C)=O)(C)C)(C)C1=C(C=CC(=C1)N)F ((S)-2-amino-6-(5-amino-2-fluoro-phenyl)-3,5,5,6-tetramethyl-5,6-dihydro-3H-pyrimidin-4-one), ClC=1C=CC=C2CCC(C12)=O (7-chloro-indan-1-one). The product is NC1=N[C@](C(C(N1C)=O)(C)C)(C)C1=C(C=CC(=C1)NC1CCC2=CC=CC(=C12)Cl)F ((S)-2-Amino-6-[5-(7-chloro-indan-1-ylamino)-2-fluoro-phenyl]-3,5,5,6-tetramethyl-5,6-dihydro-3H-pyrimidin-4-one). As a reaction SMILES: [NH2:1][C:2]1[N:7]([CH3:8])[C:6](=[O:9])[C:5]([CH3:11])([CH3:10])[C@:4]([C:13]2[CH:18]=[C:17]([NH2:19])[CH:16]=[CH:15][C:14]=2[F:20])([CH3:12])[N:3]=1.[Cl:21][C:22]1[CH:23]=[CH:24][CH:25]=[C:26]2[C:30]=1[C:29](=O)[CH2:28][CH2:27]2.[B][B][B][B][B][B][B][B][B][B]>>[NH2:1][C:2]1[N:7]([CH3:8])[C:6](=[O:9])[C:5]([CH3:10])([CH3:11])[C@:4]([C:13]2[CH:18]=[C:17]([NH:19][CH:29]3[C:30]4[C:26](=[CH:25][CH:24]=[CH:23][C:22]=4[Cl:21])[CH2:27][CH2:28]3)[CH:16]=[CH:15][C:14]=2[F:20])([CH3:12])[N:3]=1 |^3:31,40,^1:32,33,34,35,36,37,38,39|. Reported procedure: The reductive amination of (S)-2-amino-6-(5-amino-2-fluoro-phenyl)-3,5,5,6-tetramethyl-5,6-dihydro-3H-pyrimidin-4-one (intermediate J) and 7-chloro-indan-1-one using decaborane yielded a mixture of epimers of the title compound as a white foam. MS (ESI): m/z=429.3 [M+H]+. Reactants: [OH-].[Na+] (sodium hydroxide), C(C)(=O)C1=C(C(=C(OCCCOC2=C(C=C(C=C2)NC(C(=O)OC)=O)OC)C=C1)CCC(F)(F)F)O (methyl N-{{4-{3-[4-acetyl-3-hydroxy-2-(3,3,3-trifluoropropyl)-phenoxy]-propoxy]-3-methoxy-phenyl}}-oxamate), Cl (hydrochloric acid). The solvent is CO (methanol). The product is C(C)(=O)C1=C(C(=C(OCCCOC2=C(C=C(C=C2)NC(C(=O)O)=O)OC)C=C1)CCC(F)(F)F)O (N-{{4-{3-[4-acetyl-3-hydroxy-2-(3,3,3-trifluoropropyl)-phenoxy]-propoxy}-3-methoxy-phenyl}}-oxamic acid). RXN SMILES: [OH-].[Na+].[C:3]([C:6]1[CH:31]=[CH:30][C:9]([O:10][CH2:11][CH2:12][CH2:13][O:14][C:15]2[CH:20]=[CH:19][C:18]([NH:21][C:22](=[O:27])[C:23]([O:25]C)=[O:24])=[CH:17][C:16]=2[O:28][CH3:29])=[C:8]([CH2:32][CH2:33][C:34]([F:37])([F:36])[F:35])[C:7]=1[OH:38])(=[O:5])[CH3:4].Cl>CO>[C:3]([C:6]1[CH:31]=[CH:30][C:9]([O:10][CH2:11][CH2:12][CH2:13][O:14][C:15]2[CH:20]=[CH:19][C:18]([NH:21][C:22](=[O:27])[C:23]([OH:25])=[O:24])=[CH:17][C:16]=2[O:28][CH3:29])=[C:8]([CH2:32][CH2:33][C:34]([F:36])([F:35])[F:37])[C:7]=1[OH:38])(=[O:5])[CH3:4] |f:0.1|. Procedure details: 18 ml of N sodium hydroxide solution are added to a solution of 7.95 g of methyl N-{{4-{3-[4-acetyl-3-hydroxy-2-(3,3,3-trifluoropropyl)-phenoxy]-propoxy]-3-methoxy-phenyl}}-oxamate in 100 ml of methanol and the mixture is refluxed for 1 hours. The hot solution is then poured into 200 ml of 0.1N hydrochloric acid. The product which has precipitated out is filterred off, washed with water and dried over phosphorus pentoxide in a drying cabinet. The N-{{4-{3-[4-acetyl-3-hydroxy-2-(3,3,3-trifluoropr... Yields the product N1(CCCCCC1)CCOC1=CC=C(CCCNC2=C(C=CC=C2)C2CN(CC2)C2=CC(=CC=C2)OC)C=C1 ([4-(2-azepan-1-ylethoxy)benzyl]ethyl {2-[1-(3-methoxyphenyl)pyrrolidin-3-yl]phenyl}amine). Starting materials: COC=1C=C(C=CC1)N1CC(CC1)C1=C(C=CC=C1)N (2-[1-(3-methoxyphenyl)pyrrolidin-3-yl]phenylamine), Cl.N1(CCCCCC1)CCOC1=CC=C(C(=O)O)C=C1 (4-(2-azepan-1-ylethoxy)benzoic acid hydrochloride), N1(CCCCCC1)CCOC1=CC=C(CNC2=C(C=CC=C2)C2CN(CC2)C2=CC(=CC=C2)OC)C=C1 ([4-(2-azepan-1-ylethoxy)benzyl]{2-[1-(3-methoxyphenyl)pyrrolidin-3-yl]phenyl}amine). Procedure details: Synthesized from 2-[1-(3-methoxyphenyl)pyrrolidin-3-yl]phenylamine and 4-(2-azepan-1-ylethoxy)benzoic acid hydrochloride according to an analogous method to Example 152, synthetic [4-(2-azepan-1-ylethoxy)benzyl]{2-[1-(3-methoxyphenyl)pyrrolidin-3-yl]phenyl}amine (180 mg) was used according to an analogous synthetic method to Example 36 to provide [4-(2-azepan-1-ylethoxy)benzyl]ethyl {2-[1-(3-methoxyphenyl)pyrrolidin-3-yl]phenyl}amine (153 mg). The total amount of this compound was used according... Reaction SMILES: COC1C=C(N2CCC(C3C=CC=CC=3N)C2)C=CC=1.Cl.[N:22]1([CH2:29][CH2:30][O:31][C:32]2[CH:40]=[CH:39][C:35]([C:36](O)=O)=[CH:34][CH:33]=2)[CH2:28][CH2:27][CH2:26][CH2:25][CH2:24][CH2:23]1.N1(CCOC2C=C[C:54]([CH2:55][NH:56][C:57]3[CH:62]=[CH:61][CH:60]=[CH:59][C:58]=3[CH:63]3[CH2:67][CH2:66][N:65]([C:68]4[CH:73]=[CH:72][CH:71]=[C:70]([O:74][CH3:75])[CH:69]=4)[CH2:64]3)=CC=2)CCCCCC1>>[N:22]1([CH2:29][CH2:30][O:31][C:32]2[CH:40]=[CH:39][C:35]([CH2:36][CH2:54][CH2:55][NH:56][C:57]3[CH:62]=[CH:61][CH:60]=[CH:59][C:58]=3[CH:63]3[CH2:67][CH2:66][N:65]([C:68]4[CH:73]=[CH:72][CH:71]=[C:70]([O:74][CH3:75])[CH:69]=4)[CH2:64]3)=[CH:34][CH:33]=2)[CH2:28][CH2:27][CH2:26][CH2:25][CH2:24][CH2:23]1 |f:1.2|. Starting materials: C1(=CC=CC=C1)C1(C2CCC(C1)C2)C2=C(C(=O)OC)C=CC(=C2)OCC2=NC1=CC=CC=C1C=C2 ((±)-Methyl 2-(2-phenylbicyclo[2.2.1]hept-2-yl)-4-(quinolin-2-ylmethoxy)benzoate), [OH-].[K+] (potassium hydroxide), solution, Cl (hydrochloric acid). Solvent: O (water), C1CCOC1 (THF), C(C(C)O)O (1,2-propanediol), O (water). Conditions: temperature 110 celsius, time 18 hour. The product is C1(=CC=CC=C1)C1(C2CCC(C1)C2)C2=C(C(=O)O)C=CC(=C2)OCC2=NC1=CC=CC=C1C=C2 ((±)-2-(2-Phenylbicyclo[2.2.1]hept-2-yl)-4-(quinolin-2-ylmethoxy)benzoic acid). Isolated yield 76.3%. RXN SMILES: [C:1]1([C:7]2([C:14]3[CH:23]=[C:22]([O:24][CH2:25][C:26]4[CH:35]=[CH:34][C:33]5[C:28](=[CH:29][CH:30]=[CH:31][CH:32]=5)[N:27]=4)[CH:21]=[CH:20][C:15]=3[C:16]([O:18]C)=[O:17])[CH2:12][CH:11]3[CH2:13][CH:8]2[CH2:9][CH2:10]3)[CH:6]=[CH:5][CH:4]=[CH:3][CH:2]=1.[OH-].[K+].Cl>C1COCC1.C(O)C(O)C.O>[C:1]1([C:7]2([C:14]3[CH:23]=[C:22]([O:24][CH2:25][C:26]4[CH:35]=[CH:34][C:33]5[C:28](=[CH:29][CH:30]=[CH:31][CH:32]=5)[N:27]=4)[CH:21]=[CH:20][C:15]=3[C:16]([OH:18])=[O:17])[CH2:12][CH:11]3[CH2:13][CH:8]2[CH2:9][CH2:10]3)[CH:2]=[CH:3][CH:4]=[CH:5][CH:6]=1 |f:1.2|. Procedure: To a solution of 2b (67.0 mg, 0.14 mmol) in THF (3 mL) and 1,2-propanediol (3 mL) was added aqueous potassium hydroxide (0.40 mL of a 8 M solution in water, 3.20 mmol). The mixture was stirred at 110° C. for 18 h and then cooled to room temperature. The reaction mixture was diluted with water, acidified with 1 N hydrochloric acid and extracted three times with EtOAc. The combined organic extracts were washed with water, dried (MgSO4) and concentrated. Flash chromatography of the residue (silica ... Reactants: Cl (HCl), N1C(CCCC1)C1=NC(=NO1)C=1C=C(C#N)C=CC1 (3-(5-Piperidin-2-yl-[1,2,4]oxadiazol-3-yl)-benzonitrile), Cl.ClCC1=NC2=CC=CC=C2C=C1 (2-(chloromethyl)quinoline monohydrochloride), C(C)(C)N(CC)C(C)C (diisopropylethylamine). The solvent is CCOCC (ether), CN(C)C=O (DMF), O (water). Yields the product N1=C(C=CC2=CC=CC=C12)CN1C(CCCC1)C1=NC(=NO1)C=1C=C(C#N)C=CC1 (3-[5-(1-Quinolin-2-ylmethyl-piperidin-2-yl)-[1,2,4]oxadiazol-3-yl]-benzonitrile). RXN SMILES: [NH:1]1[CH2:6][CH2:5][CH2:4][CH2:3][CH:2]1[C:7]1[O:11][N:10]=[C:9]([C:12]2[CH:13]=[C:14]([CH:17]=[CH:18][CH:19]=2)[C:15]#[N:16])[N:8]=1.Cl.Cl[CH2:22][C:23]1[CH:32]=[CH:31][C:30]2[C:25](=[CH:26][CH:27]=[CH:28][CH:29]=2)[N:24]=1.C(N(C(C)C)CC)(C)C.Cl>CN(C=O)C.CCOCC.O>[N:24]1[C:25]2[C:30](=[CH:29][CH:28]=[CH:27][CH:26]=2)[CH:31]=[CH:32][C:23]=1[CH2:22][N:1]1[CH2:6][CH2:5][CH2:4][CH2:3][CH:2]1[C:7]1[O:11][N:10]=[C:9]([C:12]2[CH:13]=[C:14]([CH:17]=[CH:18][CH:19]=2)[C:15]#[N:16])[N:8]=1 |f:1.2|. Procedure details: 3-(5-Piperidin-2-yl-[1,2,4]oxadiazol-3-yl)-benzonitrile (50.8 mg, 0.2 mmol) was mixed with 2-(chloromethyl)quinoline monohydrochloride (47.1 mg, 0.22 mmol) and diisopropylethylamine (129.3 mg, 1.0 mmol) in DMF (2 mL) at 80° C. for 20 h. The reaction mixture was poured into water and extracted with dichloromethane. The organic layer was washed with water and brine, dried with sodium sulfate, purified by column chromatography with 5˜10% ethyl acetate in hexanes to give a colorless sticky oil. This...